This data is from the Open Reaction Database (ORD), a public repository of structured organic reaction records. The task is: describe an organic reaction: reactants, conditions, products, and yield Starting materials: N(=[N+]=[N-])CC1=CC=C(C=C1)C1=C(C2=C(N(N=N2)CC2CC2)C=C1)C(F)(F)F (5-[4-(Azidomethyl)phenyl]-1-(cyclopropylmethyl)-4-(trifluoromethyl)-1H-benzotriazole), O (water), C1(=CC=CC=C1)P(C1=CC=CC=C1)C1=CC=CC=C1 (triphenylphosphine), C([O-])(O)=O.[Na+] (sodium bicarbonate). As a reaction SMILES: [N:1]([CH2:4][C:5]1[CH:10]=[CH:9][C:8]([C:11]2[CH:23]=[CH:22][C:14]3[N:15]([CH2:18][CH:19]4[CH2:21][CH2:20]4)[N:16]=[N:17][C:13]=3[C:12]=2[C:24]([F:27])([F:26])[F:25])=[CH:7][CH:6]=1)=[N+]=[N-].C1(P(C2C=CC=CC=2)C2C=CC=CC=2)C=CC=CC=1.C(=O)(O)[O-].[Na+].O>O1CCCC1>[CH:19]1([CH2:18][N:15]2[C:14]3[CH:22]=[CH:23][C:11]([C:8]4[CH:7]=[CH:6][C:5]([CH2:4][NH2:1])=[CH:10][CH:9]=4)=[C:12]([C:24]([F:27])([F:26])[F:25])[C:13]=3[N:17]=[N:16]2)[CH2:21][CH2:20]1 |f:2.3|. Conditions: temperature 50 celsius, time 5 minute. The solvent is O1CCCC1 (tetrahydrofuran). Procedure: 5-[4-(Azidomethyl)phenyl]-1-(cyclopropylmethyl)-4-(trifluoromethyl)-1H-benzotriazole (162 mg, 0.435 mmol) and triphenylphosphine (342 mg, 1.30 mmol, 3 equiv) were combined in tetrahydrofuran (10 mL) at ambient temperature. After stirring for 5 minutes, the mixture was placed into a preheated oil bath at 50° C. for 2 hours. The mixture was treated with sodium bicarbonate (1.5 mL, aqueous saturated) and heated for an additional 1 hour at 50° C. The mixture was cooled to ambient temperature, poured... Yields the product C1(CC1)CN1N=NC2=C1C=CC(=C2C(F)(F)F)C2=CC=C(C=C2)CN (1-{4-[1-(cyclopropylmethyl)-4-(trifluoromethyl)-1H-benzotriazol-5-yl]phenyl}methanamine). Reactants: ClC=1C=C(C=CC1C#N)N1N=C2C3=C(CCC2C1C1CCCC1)C=C(C=C3)C(=O)O ((±)-(3SR,3aRS)-2-(3-chloro-4-cyanophenyl)-3-cyclopentyl-3,3a,4,5-tetrahydro-2H-benzo[g]indazole-7-carboxylic acid), C(CO)(=O)OCC1=CC=CC=C1 (benzyl glycolate). The product is ClC=1C=C(C=CC1C#N)N1N=C2C3=C(CCC2C1C1CCCC1)C=C(C=C3)C(=O)OCC(=O)OCC3=CC=CC=C3 ((±)-(3SR,3aRS)-2-(benzyloxy)-2-oxoethyl 2-(3-chloro-4-cyanophenyl)-3-cyclopentyl-3,3a,4,5-tetrahydro-2H-benzo[g]indazole-7-carboxylate). RXN SMILES: [Cl:1][C:2]1[CH:3]=[C:4]([N:10]2[CH:18]([CH:19]3[CH2:23][CH2:22][CH2:21][CH2:20]3)[CH:17]3[C:12]([C:13]4[CH:27]=[CH:26][C:25]([C:28]([OH:30])=[O:29])=[CH:24][C:14]=4[CH2:15][CH2:16]3)=[N:11]2)[CH:5]=[CH:6][C:7]=1[C:8]#[N:9].[C:31]([O:35][CH2:36][C:37]1[CH:42]=[CH:41][CH:40]=[CH:39][CH:38]=1)(=[O:34])[CH2:32]O>>[Cl:1][C:2]1[CH:3]=[C:4]([N:10]2[CH:18]([CH:19]3[CH2:20][CH2:21][CH2:22][CH2:23]3)[CH:17]3[C:12]([C:13]4[CH:27]=[CH:26][C:25]([C:28]([O:30][CH2:32][C:31]([O:35][CH2:36][C:37]5[CH:42]=[CH:41][CH:40]=[CH:39][CH:38]=5)=[O:34])=[O:29])=[CH:24][C:14]=4[CH2:15][CH2:16]3)=[N:11]2)[CH:5]=[CH:6][C:7]=1[C:8]#[N:9]. Procedure: The title compound was prepared from (±)-(3SR,3aRS)-2-(3-chloro-4-cyanophenyl)-3-cyclopentyl-3,3a,4,5-tetrahydro-2H-benzo[g]indazole-7-carboxylic acid, Example 15 and benzyl glycolate according to Method E. 1H NMR (400 MHz, CDCl3) δ ppm 1.20-1.68 (m, 7H), 1.72-1.84 (m, 1H), 1.96 (ddd, J=26.18, 12.89, 4.16 Hz, 1H), 2.06-2.20 (m, 1H), 2.25-2.35 (m, 1H), 2.84-2.98 (m, 1H), 3.12 (ddd, J=15.91, 3.36, 3.02 Hz, 1H), 3.49 (ddd, J=113.83, 9.40, 4.70 Hz, 1H), 4.65 (dd, J=9.40, 5.37 Hz, 1H), 4.92 (s, 2H), ... Reactants: CCCCN1C(=O)C(Cl)=C(c2ccccc2)S1(=O)=O, NCc1ccc2c(c1)OCO2. The product is CCCCN1C(=O)C(NCc2ccc3c(c2)OCO3)=C(c2ccccc2)S1(=O)=O. As a reaction SMILES: [CH2:1]([CH2:2][CH2:3][CH3:4])[N:5]1[S:6](=[O:18])(=[O:19])[C:7]([c:12]2[cH:13][cH:14][cH:15][cH:16][cH:17]2)=[C:8]([Cl:11])[C:9]1=[O:10].[O:20]1[CH2:21][O:22][c:23]2[c:24]1[cH:25][cH:26][c:27]([CH2:29][NH2:30])[cH:28]2>>[CH2:1]([CH2:2][CH2:3][CH3:4])[N:5]1[S:6](=[O:18])(=[O:19])[C:7]([c:12]2[cH:13][cH:14][cH:15][cH:16][cH:17]2)=[C:8]([NH:30][CH2:29][c:27]2[cH:26][cH:25][c:24]3[c:23]([cH:28]2)[O:22][CH2:21][O:20]3)[C:9]1=[O:10]. Starting materials: ClC1=C(C(N(C=2N=CN(C(C21)=O)C[C@H]2OC(OC2)(C)C)C)=O)C ((R)-5-Chloro-3-((2,2-dimethyl-1,3-dioxolan-4-yl)methyl)-6,8-dimethylpyrido[2,3-d]pyrimidine-4,7(3H,8H)-dione), ClC1=C(C(N(C=2N=CN(C(C21)=O)C[C@H]2OC(OC2)(C)C)C)=O)C ((R)-5-Chloro-3-((2,2-dimethyl-1,3-dioxolan-4-yl)methyl)-6,8-dimethylpyrido[2,3-d]pyrimidine-4,7(3H,8H)-dione), FC1=C(N)C=CC(=C1)I (2-fluoro-4-iodoaniline), CC1(C2=CC=CC(=C2OC=2C(=CC=CC12)P(C1=CC=CC=C1)C1=CC=CC=C1)P(C1=CC=CC=C1)C1=CC=CC=C1)C (9,9-Dimethyl-4,5-bis(diphenylphosphino)xanthene), CC(C)([O-])C.[Na+] (sodium tert-butoxide). Reagents/catalysts: C=1C=CC(=CC1)/C=C/C(=O)/C=C/C2=CC=CC=C2.C=1C=CC(=CC1)/C=C/C(=O)/C=C/C2=CC=CC=C2.C=1C=CC(=CC1)/C=C/C(=O)/C=C/C2=CC=CC=C2.[Pd].[Pd] (tris(dibenzylideneacetone)dipalladium(0)). Run in O1CCOCC1 (1,4-dioxane). Reaction conditions: temperature 70 celsius. The product is O[C@H](CN1C=NC2=C(C1=O)C(=C(C(N2C)=O)C)NC2=C(C=C(C=C2)I)F)CO ((R)-3-(2,3-Dihydroxypropyl)-5-(2-fluoro-4-iodophenylamino)-6,8-dimethylpyrido[2,3-d]pyrimidine-4,7(3H,8H)-dione). Yield: 31.0%. RXN SMILES: Cl[C:2]1[C:11]2[C:10](=[O:12])[N:9]([CH2:13][C@@H:14]3[CH2:18][O:17]C(C)(C)[O:15]3)[CH:8]=[N:7][C:6]=2[N:5]([CH3:21])[C:4](=[O:22])[C:3]=1[CH3:23].[F:24][C:25]1[CH:31]=[C:30]([I:32])[CH:29]=[CH:28][C:26]=1[NH2:27].CC1(C)C2C=CC=C(P(C3C=CC=CC=3)C3C=CC=CC=3)C=2OC2C1=CC=CC=2P(C1C=CC=CC=1)C1C=CC=CC=1.CC(C)([O-])C.[Na+]>O1CCOCC1.C1C=CC(/C=C/C(/C=C/C2C=CC=CC=2)=O)=CC=1.C1C=CC(/C=C/C(/C=C/C2C=CC=CC=2)=O)=CC=1.C1C=CC(/C=C/C(/C=C/C2C=CC=CC=2)=O)=CC=1.[Pd].[Pd]>[OH:15][C@@H:14]([CH2:18][OH:17])[CH2:13][N:9]1[C:10](=[O:12])[C:11]2[C:2]([NH:27][C:26]3[CH:28]=[CH:29][C:30]([I:32])=[CH:31][C:25]=3[F:24])=[C:3]([CH3:23])[C:4](=[O:22])[N:5]([CH3:21])[C:6]=2[N:7]=[CH:8]1 |f:3.4,6.7.8.9.10|. Procedure: (R)-5-Chloro-3-((2,2-dimethyl-1,3-dioxolan-4-yl)methyl)-6,8-dimethylpyrido[2,3-d]pyrimidine-4,7(3H,8H)-dione (9.2 g, 27.1 mmol, 1 eq, compound 8E), 2-fluoro-4-iodoaniline (12.9 g, 54.2 mmol, 2 eq), tris(dibenzylideneacetone)dipalladium(0) (1.99 g, 2.17 mmol, 0.08 eq), 9,9-Dimethyl-4,5-bis(diphenylphosphino)xanthene (1.25 g, 2.17 mmol, 0.08 eq) and sodium tert-butoxide (7.81 g, 81.4 mmol, 3 eq) were heated in degassed anhydrous 1,4-dioxane (80 mL) at 100° C. for 1 hour. Upon cooling, the solution... Reactants: C(C)(C)(C)[Mg]Cl (t-butylmagnesium chloride), FC1=C(C(=CC=C1)OC=1C=NC2=C(C=CC=C2C1)F)C(C)=O (1-[2-fluoro-6-(8-fluoro-quinolin-3-yloxy)-phenyl]-ethanone), Cl (hydrochloric acid). Run in O1CCCC1 (tetrahydrofuran). Run at temperature -78 celsius. Yields the product FC1=C(C(=CC=C1)OC=1C=NC2=C(C=CC=C2C1)F)C(C)(C(C)(C)C)O (2-[2-fluoro-6-(8-fluoro-quinolin-3-yloxy)-phenyl]-3,3-dimethylbutan-2-ol). As a reaction SMILES: [F:1][C:2]1[CH:7]=[CH:6][CH:5]=[C:4]([O:8][C:9]2[CH:10]=[N:11][C:12]3[C:17]([CH:18]=2)=[CH:16][CH:15]=[CH:14][C:13]=3[F:19])[C:3]=1[C:20](=[O:22])[CH3:21].[C:23]([Mg]Cl)([CH3:26])([CH3:25])[CH3:24].Cl>O1CCCC1>[F:1][C:2]1[CH:7]=[CH:6][CH:5]=[C:4]([O:8][C:9]2[CH:10]=[N:11][C:12]3[C:17]([CH:18]=2)=[CH:16][CH:15]=[CH:14][C:13]=3[F:19])[C:3]=1[C:20]([OH:22])([C:23]([CH3:26])([CH3:25])[CH3:24])[CH3:21]. Reported procedure: After 0.15 g of 1-[2-fluoro-6-(8-fluoro-quinolin-3-yloxy)-phenyl]-ethanone was dissolved in 1.5 ml of tetrahydrofuran, and then the solution was cooled to −78° C., 0.3 ml of t-butylmagnesium chloride (2.0 M diethyl ether solution) was added dropwise. After the reaction temperature was increased to room temperature, the reaction solution was treated with dilute hydrochloric acid, and then the liquid was separated with ethyl acetate. The organic layer was concentrated and then purified by silica g... The reactants are CN1CCC(CC1)C1=NNC2=CC=CC=C12 (3-(1-methyl-4-piperidinyl)-1H-indazole), C(C1=CC=C(C=C1)OC)(=O)Cl (p-anisoyl chloride), CCOCC (ether). Conditions: time 16 hour. The product is Cl.COC1=CC=C(C(=O)N2N=C(C3=CC=CC=C23)C2CCN(CC2)C)C=C1 (1-(4-Methoxybenzoyl)-3-(1-methyl-4-piperidinyl)-1H-indazole hydrochloride). Isolated yield 74.4%. As a reaction SMILES: [CH3:1][N:2]1[CH2:7][CH2:6][CH:5]([C:8]2[C:16]3[C:11](=[CH:12][CH:13]=[CH:14][CH:15]=3)[NH:10][N:9]=2)[CH2:4][CH2:3]1.CCOCC.[C:22]([Cl:32])(=[O:31])[C:23]1[CH:28]=[CH:27][C:26]([O:29][CH3:30])=[CH:25][CH:24]=1>>[ClH:32].[CH3:30][O:29][C:26]1[CH:27]=[CH:28][C:23]([C:22]([N:10]2[C:11]3[C:16](=[CH:15][CH:14]=[CH:13][CH:12]=3)[C:8]([CH:5]3[CH2:4][CH2:3][N:2]([CH3:1])[CH2:7][CH2:6]3)=[N:9]2)=[O:31])=[CH:24][CH:25]=1 |f:3.4|. Procedure: A solution of 3.0 g of 3-(1-methyl-4-piperidinyl)-1H-indazole in 10 ml of p-anisoyl chloride was heated at 100° C. for 3 hr. The reaction mixture was cooled to ambient temperature, ether was added and the solid was collected. The solid, suspended in ether, was stirred for 16 hr. The mixture was filtered, and dried. Recrystallization from ethanol (twice) yielded 4.0 g (74.4%) of product, mp 235°-237° C. Reactants: NC=1C=C2C(=C(N(C2=CC1)C(C1=CC=CC=C1)C1=CC=CC=C1)C(=O)OCC)C1=CC=CC=C1 (ethyl 5-amino-1-benzhydryl-3-phenyl-1H-indole-2-carboxylate), C1(=CC=CC=C1)S(=O)(=O)Cl (phenylsulfonyl chloride). Product: C(C1=CC=CC=C1)(C1=CC=CC=C1)N1C(=C(C2=CC(=CC=C12)NS(=O)(=O)C1=CC=CC=C1)C1=CC=CC=C1)C(=O)O (1-benzhydryl-3-phenyl-5-[(phenylsulfonyl)amino]-1H-indole-2-carboxylic acid). Reaction SMILES: [NH2:1][C:2]1[CH:3]=[C:4]2[C:8](=[CH:9][CH:10]=1)[N:7]([CH:11]([C:18]1[CH:23]=[CH:22][CH:21]=[CH:20][CH:19]=1)[C:12]1[CH:17]=[CH:16][CH:15]=[CH:14][CH:13]=1)[C:6]([C:24]([O:26]CC)=[O:25])=[C:5]2[C:29]1[CH:34]=[CH:33][CH:32]=[CH:31][CH:30]=1.[C:35]1([S:41](Cl)(=[O:43])=[O:42])[CH:40]=[CH:39][CH:38]=[CH:37][CH:36]=1>>[CH:11]([N:7]1[C:8]2[C:4](=[CH:3][C:2]([NH:1][S:41]([C:35]3[CH:40]=[CH:39][CH:38]=[CH:37][CH:36]=3)(=[O:43])=[O:42])=[CH:10][CH:9]=2)[C:5]([C:29]2[CH:34]=[CH:33][CH:32]=[CH:31][CH:30]=2)=[C:6]1[C:24]([OH:26])=[O:25])([C:18]1[CH:23]=[CH:22][CH:21]=[CH:20][CH:19]=1)[C:12]1[CH:13]=[CH:14][CH:15]=[CH:16][CH:17]=1. Procedure details: The title compound was prepared from ethyl 5-amino-1-benzhydryl-3-phenyl-1H-indole-2-carboxylate and phenylsulfonyl chloride followed the procedure of Example 1 Step 3 as a pale yellow solid: 1H NMR (DMSO-d6) δ 6.68 (d, J=9.0 Hz, 1H, 6.78 (dd, J=9.2, 2.2 Hz, 1H), 7.04 (d, J=2.2 Hz, 1H, 7.13 (d, J=7.1 Hz, 4H, 7.25-7.30 (m, 2H, 7.30-7.40 (m, 7H, 7.40-7.55 (m, 4H, 7.58-7.68 (m, 3H, 7.84 (s, 1H, 9.93 (s, 1H, 13.19 (br s, 1H; MS (ESI) m/z 557 [M-H]−; HRMS calcd for C34H27N2O4S: 559.1689; found (ESI+)... The reactants are C(C)[Mg]Br (ethyl magnesium bromide), COC=1C=C2C=CNC2=CC1 (5-methoxyindole), [Cl-].[NH4+] (ammonium chloride), BrC1=C(C(=O)NC1=O)Br (dibromomaleinimide), C1(=CC=CC=C1)C.C(C)O (toluene ethanol). Run in O1CCCC1 (tetrahydrofuran), C1(=CC=CC=C1)C (toluene), O1CCCC1 (tetrahydrofuran). Conditions: time 1 hour. Yields the product COC=1C=C2C(=CNC2=CC1)C=1C(=O)NC(C1C1=CNC2=CC=C(C=C12)OC)=O (2,3-Bis-(5-Methoxy-1H-Indol-3-Yl)-Maleinimide). As a reaction SMILES: [CH2:1]([Mg]Br)[CH3:2].[CH3:5][O:6][C:7]1[CH:8]=[C:9]2[C:13](=[CH:14][CH:15]=1)[NH:12][CH:11]=[CH:10]2.Br[C:17]1[C:22](=[O:23])[NH:21][C:19](=[O:20])[C:18]=1Br.[Cl-].[NH4+:26].[C:27]1([CH3:33])[CH:32]=[CH:31]C=[CH:29][CH:28]=1.[CH2:34]([OH:36])C>O1CCCC1.C1(C)C=CC=CC=1>[CH3:34][O:36][C:29]1[CH:28]=[C:27]2[C:33](=[CH:1][CH:2]=1)[NH:26][CH:31]=[C:32]2[C:18]1[C:19]([NH:21][C:22](=[O:23])[C:17]=1[C:10]1[C:9]2[C:13](=[CH:14][CH:15]=[C:7]([O:6][CH3:5])[CH:8]=2)[NH:12][CH:11]=1)=[O:20] |f:3.4,5.6|. Reported procedure: A solution of 22 mmol ethyl magnesium bromide in 30 ml tetrahydrofuran is mixed at ambient temperature with a solution of 2.8 g (19 mmol) 5-methoxyindole in 50 ml toluene and stirred for 1 hour at ambient temperature. Under an atmosphere of nitrogen, there is then added dropwise thereto a solution of 1.5 g (5.8 mmol) dibromomaleinimide in 20 ml tetrahydrofuran/50 ml toluene and heated under reflux for 20 hours. After cooling, the reaction mixture is decomposed with a saturated aqueous solution o...